Dataset: the Open Reaction Database (ORD), a public repository of structured organic reaction records. Task: describe an organic reaction: reactants, conditions, products, and yield Conditions: time 30 minute. As a reaction SMILES: [CH3:1][C:2]1[CH:7]=[CH:6][C:5]([C:8]2[CH:13]=[CH:12][CH:11]=[CH:10][C:9]=2[OH:14])=[CH:4][CH:3]=1.[H-].[Na+].F[C:18]1[CH:23]=[CH:22][C:21]([N+:24]([O-:26])=[O:25])=[CH:20][CH:19]=1.O>CN(C)C=O>[CH3:1][C:2]1[CH:3]=[CH:4][C:5]([C:8]2[CH:13]=[CH:12][CH:11]=[CH:10][C:9]=2[O:14][C:18]2[CH:23]=[CH:22][C:21]([N+:24]([O-:26])=[O:25])=[CH:20][CH:19]=2)=[CH:6][CH:7]=1 |f:1.2|. Isolated yield 89.0%. Run in CN(C=O)C (dimethylformamide). Yields the product CC1=CC=C(C=C1)C1=C(C=CC=C1)OC1=CC=C(C=C1)[N+](=O)[O-] (4-Methyl-2'-(4-nitrophenoxy)-1,1'-biphenyl). Procedure: A solution of 184 mg (1.0 mmol) of 4-methyl-2'-hydroxy-1,1'-biphenyl (Example 12, Step C) in 3 mL of dimethylformamide was treated with 55 mg of 60% sodium hydride (33 mg NaH, 1.4 mmol). The reaction mixture was stirred at room temperature for 30 minutes then treated with 169 mg (1.19 mmol) of 1-fluoro-4-nitrobenzene. The reaction mixture was heated at 100° C. for 2 hours. The reaction mixture was cooled, poured into 50 mL of water and the resultant mixture was extracted with ethyl ether. The co... Reactants: CC1=CC=C(C=C1)C1=C(C=CC=C1)O (4-methyl-2'-hydroxy-1,1'-biphenyl), [H-].[Na+] (sodium hydride), O (water), FC1=CC=C(C=C1)[N+](=O)[O-] (1-fluoro-4-nitrobenzene). Reactants: OO (hydrogen peroxide), [C@@H]1([C@H](O)[C@H](O)[C@@H](CO)O1)N1C=NC=2C(N)=NC=NC12 (adenosine), C1=NC2=C(C(=N1)N)N=CN2[C@H]3[C@H]([C@@H]([C@H](O3)CO)O)O.O (A9251), OO (hydrogen peroxide). The reagents and catalysts are [C].[Pd] (palladium carbon). Solvent: C(C)(=O)O (acetic acid). Reaction conditions: time 5 day. The product is [C@@H]1([C@H](O)[C@H](O)[C@@H](CO)O1)N1C=NC2=C(N)[N+](=CN=C12)[O-] (adenosine N1-oxide). As a reaction SMILES: [C@@H:1]1([N:10]2[C:19]3[N:18]=[CH:17][N:16]=[C:14]([NH2:15])[C:13]=3[N:12]=[CH:11]2)[O:9][C@H:6]([CH2:7][OH:8])[C@@H:4]([OH:5])[C@H:2]1[OH:3].C1N=C(N)C2N=CN([C@@H]3[O:34][C@H](CO)[C@@H](O)[C@@H]3O)C=2N=1.O.OO>C(O)(=O)C.[C].[Pd]>[C@@H:1]1([N:10]2[C:19]3[C:13](=[C:14]([N+:16]([O-:34])=[CH:17][N:18]=3)[NH2:15])[N:12]=[CH:11]2)[O:9][C@H:6]([CH2:7][OH:8])[C@@H:4]([OH:5])[C@H:2]1[OH:3] |f:1.2,5.6|. Procedure details: Twenty grams of adenosine with a product code of A9251-25G, commercialized by Sigma-Aldrich Japan K.K., Tokyo, Japan, was dispersed in one liter of acetic acid and admixed with 100 mL of 30% hydrogen peroxide solution, followed by stirring the resulting mixture at ambient temperature for five days. An excessive amount of the remaining hydrogen peroxide was decomposed by the addition of five grams of 5% palladium carbon, commercialized by Kawaken Fine Chemicals Co., Ltd., Tokyo, Japan, followed b... The reactants are S(O)(O)(=O)=O (Sulfuric acid), ClC=1C=C(C(=O)O)C=C(N1)OC (2-chloro-6-methoxy-isonicotinic acid), C(C)O (ethanol), C(=O)(O)[O-].[Na+] (NaHCO3). Run at temperature 70 celsius, time 18 hour. Yields the product C(C)OC(C1=CC(=NC(=C1)OC)Cl)=O (2-chloro-6-methoxy-isonicotinic acid ethyl ester). As a reaction SMILES: S(=O)(=O)(O)O.[Cl:6][C:7]1[CH:8]=[C:9]([CH:13]=[C:14]([O:16][CH3:17])[N:15]=1)[C:10]([OH:12])=[O:11].C([O-])(O)=O.[Na+].[CH2:23](O)[CH3:24]>>[CH2:23]([O:11][C:10](=[O:12])[C:9]1[CH:13]=[C:14]([O:16][CH3:17])[N:15]=[C:7]([Cl:6])[CH:8]=1)[CH3:24] |f:2.3|. Procedure details: Sulfuric acid (1 mL) is added to a suspension of 2-chloro-6-methoxy-isonicotinic acid (4.16 g, 22.2 mmol) in ethanol (20 mL). The clear solution is stirred at 70° C. for 18 h. The mixture is neutralised by adding sat. aq. NaHCO3 solution and then extracted three times with EA (3×250 mL). The combined org. extracts are dried over MgSO4, filtered, concentrated and dried to give 2-chloro-6-methoxy-isonicotinic acid ethyl ester (4.32 g) as a white solid; LC-MS: tR=1.00 min, [M+1]+=215.89. The reactants are [Si](C)(C)(C(C)(C)C)OCC(COCP(=O)(OCC)OCC)ONC1=NC(=NC(=C1NC=O)Cl)NC=O (4-(1-t-butyldimethylsilyloxy-3-diethoxyphosphorylmethoxyprop-2-oxyamino)-6-chloro -2,5-diformamidopyrimidine). Run in C(C)OC(OCC)OC(C)=O (diethoxymethylacetate). Run at temperature 20 celsius, time 1 hour. The product is [Si](C)(C)(C(C)(C)C)OCC(COCP(=O)(OCC)OCC)ON1C2=NC(=NC(=C2N=C1)Cl)NC=O (9-(1-t-Butyldimethylsilyloxy-3-diethoxyphosphorylmethoxyprop -2-oxy)-6-chloro-2-formamidopurine). As a reaction SMILES: [Si:1]([O:8][CH2:9][CH:10]([O:22][NH:23][C:24]1[C:29]([NH:30][CH:31]=O)=[C:28]([Cl:33])[N:27]=[C:26]([NH:34][CH:35]=[O:36])[N:25]=1)[CH2:11][O:12][CH2:13][P:14]([O:19][CH2:20][CH3:21])([O:16][CH2:17][CH3:18])=[O:15])([C:4]([CH3:7])([CH3:6])[CH3:5])([CH3:3])[CH3:2]>C(OC(OC(=O)C)OCC)C>[Si:1]([O:8][CH2:9][CH:10]([O:22][N:23]1[CH:31]=[N:30][C:29]2[C:24]1=[N:25][C:26]([NH:34][CH:35]=[O:36])=[N:27][C:28]=2[Cl:33])[CH2:11][O:12][CH2:13][P:14]([O:19][CH2:20][CH3:21])([O:16][CH2:17][CH3:18])=[O:15])([C:4]([CH3:6])([CH3:7])[CH3:5])([CH3:2])[CH3:3]. Procedure: A solution of 4-(1-t-butyldimethylsilyloxy-3-diethoxyphosphorylmethoxyprop-2-oxyamino)-6-chloro -2,5-diformamidopyrimidine (0.68 g, 1.19 mmol) in diethoxymethylacetate (10 ml) was stirred at 120° C. for 4 hours. The solvent was evaporated under high vacuum, the residue dissolved in methanol (10 ml) and 0.88 ammonia (0.3 ml) and stirred for 1 hour at 20° C. After evaporation to dryness, the residue was chromatographed on silica eluting with chloroform-methanol 40:1 affording 9-(1-t-butyldimethyls... Starting materials: COC(C1=C(C=CC(=C1)C=O)F)=O (2-fluoro-5-formylbenzoic acid methyl ester), C(CCC)C1=CC=C(C=C1)C#CC1=CC=C(C=C1)N (4-(4-butylphenylethynyl)phenylamine), C(CCCCC)=O (hexanal). Yields the product C(CCC)C1=CC=C(C=C1)C#CC1=CC=C(N(CCCCCC)CC=2C=CC(=C(C(=O)OC)C2)F)C=C1 (methyl 5-{[4-[(4-butylphenyl)ethynyl](hexyl)anilino]methyl}-2-fluorobenzoate). Isolated yield 84.4%. As a reaction SMILES: [CH3:1][O:2][C:3](=[O:13])[C:4]1[CH:9]=[C:8]([CH:10]=O)[CH:7]=[CH:6][C:5]=1[F:12].[CH2:14]([C:18]1[CH:23]=[CH:22][C:21]([C:24]#[C:25][C:26]2[CH:31]=[CH:30][C:29]([NH2:32])=[CH:28][CH:27]=2)=[CH:20][CH:19]=1)[CH2:15][CH2:16][CH3:17].[CH:33](=O)[CH2:34][CH2:35][CH2:36][CH2:37][CH3:38]>>[CH2:14]([C:18]1[CH:23]=[CH:22][C:21]([C:24]#[C:25][C:26]2[CH:27]=[CH:28][C:29]([N:32]([CH2:10][C:8]3[CH:7]=[CH:6][C:5]([F:12])=[C:4]([CH:9]=3)[C:3]([O:2][CH3:1])=[O:13])[CH2:33][CH2:34][CH2:35][CH2:36][CH2:37][CH3:38])=[CH:30][CH:31]=2)=[CH:20][CH:19]=1)[CH2:15][CH2:16][CH3:17]. Procedure details: The title compound was prepared following procedure described in Example 49, step a) from 2-fluoro-5-formylbenzoic acid methyl ester (302 mg; 1.66 mmol), 4-(4-butylphenylethynyl)phenylamine (413 mg; 1.66 mmol) and hexanal (Aldrich, 600 μl; 4.97 mmol). Purification of the crude (890 mg) by flash chromatography using silicagel (EtOAc/c-Hex 5:95 then 10:90) afforded 700 mg (85%) of the title compound as a white powder. HPLC, Rt: 6.62 min (purity: 100%), LC/MS, M+(ESI): 500.3, 1H NMR(CDCl3) δ: 7.75 ... Reactants: NC1=CC=C(C(=O)N(C)C)C=C1 (4-amino-N,N-dimethyl-benzamide), C(=O)(OC(C)(C)C)N1CCC(CC1)=O (1-Boc-4-piperidone). Yields the product C(C)(C)(C)OC(=O)N1CCC(CC1)NC1=CC=C(C=C1)C(N(C)C)=O (4-(4-dimethylcarbamoyl-phenylamino)-piperidine-1-carboxylic acid tert-butyl ester). The yield is 100.0%. RXN SMILES: [NH2:1][C:2]1[CH:12]=[CH:11][C:5]([C:6]([N:8]([CH3:10])[CH3:9])=[O:7])=[CH:4][CH:3]=1.[C:13]([N:20]1[CH2:25][CH2:24][C:23](=O)[CH2:22][CH2:21]1)([O:15][C:16]([CH3:19])([CH3:18])[CH3:17])=[O:14]>>[C:16]([O:15][C:13]([N:20]1[CH2:25][CH2:24][CH:23]([NH:1][C:2]2[CH:12]=[CH:11][C:5]([C:6](=[O:7])[N:8]([CH3:10])[CH3:9])=[CH:4][CH:3]=2)[CH2:22][CH2:21]1)=[O:14])([CH3:19])([CH3:17])[CH3:18]. Procedure: Using general procedure A, 4-amino-N,N-dimethyl-benzamide (Schiemenz, G. P.; Stein, G., Tetrahedron, 26, 1970, 2007-2026) (619 mg, 3.77 mmol) and 1-Boc-4-piperidone (901 mg, 4.52 mmol) gave 4-(4-dimethylcarbamoyl-phenylamino)-piperidine-1-carboxylic acid tert-butyl ester as a white solid (1.31 g). The reactants are CCCn1c(=O)c2c(nc(C=Cc3ccc(C(=O)OC)cc3)n2C)n(CCC)c1=O, [Li+], C1COCCO1, [OH-], O, O. The product is CCCn1c(=O)c2c(nc(C=Cc3ccc(C(=O)O)cc3)n2C)n(CCC)c1=O. As a reaction SMILES: [CH3:1][O:2][C:3](=[O:4])[c:5]1[cH:6][cH:7][c:8]([CH:9]=[CH:10][c:11]2[n:12][c:13]3[n:14]([CH2:26][CH2:27][CH3:28])[c:15](=[O:25])[n:16]([CH2:22][CH2:23][CH3:24])[c:17](=[O:21])[c:18]3[n:19]2[CH3:20])[cH:29][cH:30]1.[Li+:33].[O:34]1[CH2:35][CH2:36][O:37][CH2:38][CH2:39]1.[OH-:32].[OH2:31].[OH2:40]>>[O:2]=[C:3]([OH:4])[c:5]1[cH:6][cH:7][c:8]([CH:9]=[CH:10][c:11]2[n:12][c:13]3[n:14]([CH2:26][CH2:27][CH3:28])[c:15](=[O:25])[n:16]([CH2:22][CH2:23][CH3:24])[c:17](=[O:21])[c:18]3[n:19]2[CH3:20])[cH:29][cH:30]1. The reactants are C(C)OC(C)OCC#CC(=O)C1=CC=C(C=C1)OC (4-(1-ethoxyethoxy)-1-(4-methoxyphenyl)-2-butyn-1-one), Cl (hydrochloric acid). Run in O1CCCC1 (tetrahydrofuran). Run at time 30 minute. The product is OCC#CC(=O)C1=CC=C(C=C1)OC (4-hydroxy-1-(4-methoxyphenyl)-2 -butyn-1-one). As a reaction SMILES: C(OC([O:6][CH2:7][C:8]#[C:9][C:10]([C:12]1[CH:17]=[CH:16][C:15]([O:18][CH3:19])=[CH:14][CH:13]=1)=[O:11])C)C.Cl>O1CCCC1>[OH:6][CH2:7][C:8]#[C:9][C:10]([C:12]1[CH:13]=[CH:14][C:15]([O:18][CH3:19])=[CH:16][CH:17]=1)=[O:11]. Reported procedure: A solution of 7.3 g (27.8 mmol) of 4-(1-ethoxyethoxy)-1-(4-methoxyphenyl)-2-butyn-1-one in 95 ml of tetrahydrofuran was treated at room temperature with 28 ml of 2N hydrochloric acid, whereupon the mixture was stirred for 30 minutes. The reaction mixture was then extracted twice with ethyl acetate. The combined organic phases were washed in succession with saturated sodium carbonate solution and with water, dried over magnesium sulphate and concentrated. Crystallization of the residue from methy... RXN SMILES: [CH2:18]([Cl:19])[Cl:20].[CH3:14][C:15](=[O:16])[OH:17].[F:1][c:2]1[c:3]([OH:9])[cH:4][c:5]([F:8])[cH:6][cH:7]1.[OH:10][N+:11]([O-:12])=[O:13]>>[F:1][c:2]1[c:3]([OH:9])[cH:4][c:5]([F:8])[c:6]([N+:11](=[O:10])[O-:12])[cH:7]1. Starting materials: ClCCl, CC(=O)O, Oc1cc(F)ccc1F, O=[N+]([O-])O. Yields the product O=[N+]([O-])c1cc(F)c(O)cc1F. Reactants: CC(C)(C)N, NC(=O)c1ccc(OCC2CO2)c(I)c1, O=S1(=O)CCCC1. The product is CC(C)(C)NCC(O)COc1ccc(C(N)=O)cc1I. Reaction SMILES: [C:16]([CH3:17])([CH3:18])([CH3:19])[NH2:20].[I:1][c:2]1[cH:3][c:4]([C:5](=[O:6])[NH2:7])[cH:8][cH:9][c:10]1[O:11][CH2:12][CH:13]1[O:14][CH2:15]1.[S:21]1(=[O:26])(=[O:27])[CH2:22][CH2:23][CH2:24][CH2:25]1>>[I:1][c:2]1[cH:3][c:4]([C:5](=[O:6])[NH2:7])[cH:8][cH:9][c:10]1[O:11][CH2:12][CH:13]([OH:14])[CH2:15][NH:20][C:16]([CH3:17])([CH3:18])[CH3:19].